From a dataset of the Open Reaction Database (ORD), a public repository of structured organic reaction records. describe an organic reaction: reactants, conditions, products, and yield Starting materials: N[C@@H](CC(O)=O)C(=O)O (Asp), amino acid, N[C@@H](CCC(O)=O)C(=O)O (Glu), N[C@@H](CC(O)=O)C(=O)O (Asp), N[C@@H](CCC(O)=O)C(=O)O (Glu), CC(C)(C)OC(=O)N[C@@H](CC(=O)OCC1C2=CC=CC=C2C3=CC=CC=C13)C(=O)O (Boc-Asp(OFm)-OH), CC(C)(C)OC(=O)N[C@@H](CCC(=O)OCC1C2=CC=CC=C2C3=CC=CC=C13)C(=O)O (Boc-Glu(OFm)-OH). The product is C1=CC=C2C(=C1)C(=O)C(C2=O)(O)O (ninhydrin). As a reaction SMILES: N[C@H:2]([C:7](O)=O)[CH2:3][C:4](=O)O.N[C@H:11]([C:17]([OH:19])=[O:18])[CH2:12][CH2:13][C:14](=O)[OH:15].CC([O:24]C(N[C@H](C(O)=O)CC(OCC1C2C(=CC=CC=2)C2C1=CC=CC=2)=O)=O)(C)C.CC(OC(N[C@H](C(O)=O)CCC(OCC1C2C(=CC=CC=2)C2C1=CC=CC=2)=O)=O)(C)C>>[CH:2]1[CH:7]=[C:13]2[C:14]([C:17]([OH:19])([OH:18])[C:11](=[O:24])[C:12]2=[CH:4][CH:3]=1)=[O:15]. Procedure: This methodology uses Nα -Boc-amino acids together with OFm side-chain protection for Asp and Glu. Asp and Glu were introduced with Boc-Asp(OFm)-OH and Boc-Glu(OFm)-OH. After coupling the last amino acid, the OFm protecting groups were selectively removed by treating the peptide resin in 50% piperidine in DMF (Dimethylformamide) for 1 h. The peptide resin was washed with DMF (3×40 mL), DCM (dicholoromethane) (3×40 mL), suspended in 15 mL of DMF, and mixed with a 6-fold excess of BOP reagent in t...